From a dataset of the Open Reaction Database (ORD), a public repository of structured organic reaction records. describe an organic reaction: reactants, conditions, products, and yield Starting materials: CC(C)(C)OC(=O)N1CC(N)C1, ClCCl, CCO, COc1ccc(F)c(F)c1C(=O)c1cnc(Cl)nc1N. The product is COc1ccc(F)c(F)c1C(=O)c1cnc(NC2CN(C(=O)OC(C)(C)C)C2)nc1N. Reaction SMILES: [C:21]([CH3:22])([CH3:23])([CH3:24])[O:25][C:26](=[O:27])[N:28]1[CH2:29][CH:30]([NH2:32])[CH2:31]1.[CH2:33]([Cl:34])[Cl:35].[CH3:36][CH2:37][OH:38].[NH2:1][c:2]1[n:3][c:4]([Cl:20])[n:5][cH:6][c:7]1[C:8](=[O:9])[c:10]1[c:11]([F:19])[c:12]([F:18])[cH:13][cH:14][c:15]1[O:16][CH3:17]>>[NH2:1][c:2]1[n:3][c:4]([NH:32][CH:30]2[CH2:29][N:28]([C:26]([O:25][C:21]([CH3:22])([CH3:23])[CH3:24])=[O:27])[CH2:31]2)[n:5][cH:6][c:7]1[C:8](=[O:9])[c:10]1[c:11]([F:19])[c:12]([F:18])[cH:13][cH:14][c:15]1[O:16][CH3:17]. Reactants: COC=1C=C(C=C(C1N1C=CC=C1)OC)C(CS(=O)(=O)C)=O (3',5'-dimethoxy-2-(methylsulfonyl)-4'-(pyrrol-1-yl)-acetophenone), [OH-].[Na+] (sodium hydroxide), C(C)O (ethanol), [BH4-].[Na+] (sodium borohydride). Run in O (water), O (water). Reaction conditions: time 3 hour. The product is COC=1C=C(C(CS(=O)(=O)C)O)C=C(C1N1C=CC=C1)OC (3,5-dimethoxy-α-[(methylsulfonyl)-methyl]-4-(pyrrol-1-yl)-benzyl alcohol). As a reaction SMILES: [CH3:1][O:2][C:3]1[CH:4]=[C:5]([C:16](=[O:22])[CH2:17][S:18]([CH3:21])(=[O:20])=[O:19])[CH:6]=[C:7]([O:14][CH3:15])[C:8]=1[N:9]1[CH:13]=[CH:12][CH:11]=[CH:10]1.C(O)C.[BH4-].[Na+].[OH-].[Na+]>O>[CH3:1][O:2][C:3]1[CH:4]=[C:5]([CH:6]=[C:7]([O:14][CH3:15])[C:8]=1[N:9]1[CH:13]=[CH:12][CH:11]=[CH:10]1)[CH:16]([OH:22])[CH2:17][S:18]([CH3:21])(=[O:20])=[O:19] |f:2.3,4.5|. Procedure details: A suspension of 1.54 g. of 3',5'-dimethoxy-2-(methylsulfonyl)-4'-(pyrrol-1-yl)-acetophenone in 20 ml. of ethanol and 20 ml. of water was treated with a solution of 0.4 g. of sodium borohydride in 5 ml. of water with addition of 0.1 g. of sodium hydroxide. The mixture was stirred at room temperature for an additional 3 hours, cooled with ice, diluted with 50 ml. of water and filtered under vacuum. After recrystallization from ethanol, there was obtained 3,5-dimethoxy-α-[(methylsulfonyl)-methyl]-4...